This data is from the Open Reaction Database (ORD), a public repository of structured organic reaction records. The task is: describe an organic reaction: reactants, conditions, products, and yield The reactants are COC(C(=CC1CCCC1)C#N)=O (2-Cyano-3-cyclopentyl-acrylic acid methyl ester), FC(C(=O)O)(F)F (trifluoroacetic acid), NC1=CC(CC(C1)(C)C)=O (3-amino-5,5-dimethyl-cyclohex-2-enone). Solvent: C(C)#N (acetonitrile). Reaction conditions: temperature 0 celsius. Yields the product C1(CCCC1)C1C(C(NC=2CC(CC(C12)=O)(C)C)=O)C#N (4-Cyclopentyl-7,7-dimethyl-2,5-dioxo-1,2,3,4,5,6,7,8-octahydro-quinoline-3-carbonitrile). RXN SMILES: C[O:2][C:3](=O)[C:4]([C:11]#[N:12])=[CH:5][CH:6]1[CH2:10][CH2:9][CH2:8][CH2:7]1.FC(F)(F)C(O)=O.[NH2:21][C:22]1[CH2:27][C:26]([CH3:29])([CH3:28])[CH2:25][C:24](=[O:30])[CH:23]=1>C(#N)C>[CH:6]1([CH:5]2[C:23]3[C:24](=[O:30])[CH2:25][C:26]([CH3:29])([CH3:28])[CH2:27][C:22]=3[NH:21][C:3](=[O:2])[CH:4]2[C:11]#[N:12])[CH2:10][CH2:9][CH2:8][CH2:7]1. Procedure: 13.3 g 2-Cyano-3-cyclopentyl-acrylic acid methyl ester and 5.8 ml trifluoroacetic acid are dissolved in 70 ml acetonitrile and heated for 7 days to reflux. During the first 5 days 3-amino-5,5-dimethyl-cyclohex-2-enone is added in daily portions (12 g in total). Afterwards the reaction mixture is cooled to 0° C., the precipitate is isolated by filtration, washed 2 times with cold acetonitrile and dried in vacuo. The product is obtained as a mixture of diastereomers.